Task: describe an organic reaction: reactants, conditions, products, and yield. Dataset: the Open Reaction Database (ORD), a public repository of structured organic reaction records The reactants are C, CO, CCO, CCOC(C)=O, Cl, O, CCOC(=O)c1sc(-c2ccc(O)c([N+](=O)[O-])c2)nc1C, [Pd]. Product: CCOC(=O)c1sc(-c2ccc(O)c(Cl)c2)nc1C. As a reaction SMILES: [C:35].[CH3:23][OH:24].[CH3:26][CH2:27][OH:28].[CH3:29][CH2:30][O:31][C:32](=[O:33])[CH3:34].[ClH:22].[OH2:25].[OH:1][c:2]1[c:3]([N+:19]([O-:20])=[O:21])[cH:4][c:5](-[c:8]2[s:9][c:10]([C:14](=[O:15])[O:16][CH2:17][CH3:18])[c:11]([CH3:13])[n:12]2)[cH:6][cH:7]1.[Pd:36]>>[OH:1][c:2]1[c:3]([Cl:22])[cH:4][c:5](-[c:8]2[s:9][c:10]([C:14](=[O:15])[O:16][CH2:17][CH3:18])[c:11]([CH3:13])[n:12]2)[cH:6][cH:7]1.